From a dataset of the Open Reaction Database (ORD), a public repository of structured organic reaction records. describe an organic reaction: reactants, conditions, products, and yield Reactants: CCN(C(C)C)C(C)C, Cc1c(CCl)sc2c(=O)c(C(=O)NCc3ccc(Cl)cc3)cn(C)c12, CN(C)C=O, O, CNCC(O)c1ccc(NC(C)=O)cc1. The product is CC(=O)Nc1ccc(C(O)CN(C)Cc2sc3c(=O)c(C(=O)NCc4ccc(Cl)cc4)cn(C)c3c2C)cc1. As a reaction SMILES: [CH:41]([N:42]([CH:43]([CH3:44])[CH3:45])[CH2:46][CH3:47])([CH3:48])[CH3:49].[Cl:1][c:2]1[cH:3][cH:4][c:5]([CH2:6][NH:7][C:8](=[O:9])[c:10]2[c:11](=[O:23])[c:12]3[c:13]([n:14]([CH3:16])[cH:15]2)[c:17]([CH3:22])[c:18]([CH2:20][Cl:21])[s:19]3)[cH:24][cH:25]1.[O:50]=[CH:51][N:52]([CH3:53])[CH3:54].[OH2:55].[OH:26][CH:27]([CH2:28][NH:29][CH3:30])[c:31]1[cH:32][cH:33][c:34]([NH:37][C:38]([CH3:39])=[O:40])[cH:35][cH:36]1>>[Cl:1][c:2]1[cH:3][cH:4][c:5]([CH2:6][NH:7][C:8](=[O:9])[c:10]2[c:11](=[O:23])[c:12]3[c:13]([n:14]([CH3:16])[cH:15]2)[c:17]([CH3:22])[c:18]([CH2:20][N:29]([CH2:28][CH:27]([OH:26])[c:31]2[cH:32][cH:33][c:34]([NH:37][C:38]([CH3:39])=[O:40])[cH:35][cH:36]2)[CH3:30])[s:19]3)[cH:24][cH:25]1.